Dataset: the Open Reaction Database (ORD), a public repository of structured organic reaction records. Task: describe an organic reaction: reactants, conditions, products, and yield The reactants are BrC1=CN=C(N1C)C (5-bromo-1,2-dimethyl-1H-imidazole), C(C)[Mg]Br (ethylmagnesium bromide), Cl (HCl), CON(C(C1=CC=CC=C1)=O)C (N-Methoxy-N-methyl-benzamide). Solvent: ClCCl (dichloromethane), O (water). Conditions: time 30 minute. Product: CN1C(=NC=C1C(=O)C1=CC=CC=C1)C ((1,2-dimethyl-1H-imidazol-5-yl)(phenyl)methanone). Isolated yield 73.6%. As a reaction SMILES: Br[C:2]1[N:6]([CH3:7])[C:5]([CH3:8])=[N:4][CH:3]=1.C([Mg]Br)C.CON(C)[C:16](=[O:23])[C:17]1[CH:22]=[CH:21][CH:20]=[CH:19][CH:18]=1.Cl>ClCCl.O>[CH3:7][N:6]1[C:2]([C:16]([C:17]2[CH:22]=[CH:21][CH:20]=[CH:19][CH:18]=2)=[O:23])=[CH:3][N:4]=[C:5]1[CH3:8]. Procedure details: To a solution of 5-bromo-1,2-dimethyl-1H-imidazole (10.0 g, 57.1 mmol) in dichloromethane (50 mL) was added dropwise ethylmagnesium bromide (3 M in Et2O, 19.0 mL, 57.0 mmol). After stirring at room temperature for 30 min, the reaction mixture was cooled down to 0° C. with an ice-brine bath and N-Methoxy-N-methyl-benzamide (8.70 mL, 57.1 mmol) was added dropwise. The mixture was stirred for 7.5 h at room temperature. The mixture was worked-up by addition of water (100 mL), then acidified with aq....